From a dataset of the Open Reaction Database (ORD), a public repository of structured organic reaction records. describe an organic reaction: reactants, conditions, products, and yield Reactants: C(C1=CC=CC=C1)OC(=O)N[C@H](CO)CNC(=O)OC(C)(C)C ((S)-2-(benzyloxycarbonylamino)-3-(tert-butoxycarbonylamino)propanol). Reagents/catalysts: [Pd] (Palladium on activated carbon). Solvent: CO (methanol), O1CCOCC1 (dioxane). Yields the product N[C@H](CO)CNC(=O)OC(C)(C)C ((S)-2-amino-3-(tert-butoxycarbonylamino)propanol). The yield is 105.8%. Reaction SMILES: C(OC([NH:11][C@@H:12]([CH2:15][NH:16][C:17]([O:19][C:20]([CH3:23])([CH3:22])[CH3:21])=[O:18])[CH2:13][OH:14])=O)C1C=CC=CC=1>[Pd].CO.O1CCOCC1>[NH2:11][C@@H:12]([CH2:15][NH:16][C:17]([O:19][C:20]([CH3:23])([CH3:22])[CH3:21])=[O:18])[CH2:13][OH:14]. Procedure: 10% Palladium on activated carbon (10 mg) was added to a solution of (S)-2-(benzyloxycarbonylamino)-3-(tert-butoxycarbonylamino)propanol (920 mg) in methanol (10 mL) and dioxane (1 mL). The mixture was stirred under hydrogen atmosphere (3.5 atm) for one and a half days at ambient temperature. The catalyst was removed by filtration and the filtrate was concentrated in vacuo. The residue was dissolved in ethyl acetate, dried over magnesium sulfate, and concentrated in vacuo to give (S)-2-amino-3-(... Reaction SMILES: [Cl:1][c:2]1[n:3][cH:4][c:5]([C:6](=[O:7])[OH:8])[cH:9][cH:10]1.[NH2:11][c:12]1[cH:13][cH:14][c:15]([N:18]2[CH2:19][CH:20]([N:23]([CH3:24])[CH3:25])[CH2:21][CH2:22]2)[cH:16][cH:17]1>>[Cl:1][c:2]1[n:3][cH:4][c:5]([C:6](=[O:8])[NH:11][c:12]2[cH:13][cH:14][c:15]([N:18]3[CH2:19][CH:20]([N:23]([CH3:24])[CH3:25])[CH2:21][CH2:22]3)[cH:16][cH:17]2)[cH:9][cH:10]1. The product is CN(C)C1CCN(c2ccc(NC(=O)c3ccc(Cl)nc3)cc2)C1. Starting materials: O=C(O)c1ccc(Cl)nc1, CN(C)C1CCN(c2ccc(N)cc2)C1. The reactants are BrC=1C(C2=CC(=CC=C2C1C1=CC(=CC(=C1)F)F)OCCN1CCS(CC1)(=O)=O)=O (2-Bromo-3-(3,5-difluorophenyl)-6-[2-(1,1-dioxothiomorpholin-4-yl)ethoxy]-1H-inden-1-one), O1CCN(CC1)CCOC1=CC=C2C(=C(C(C2=C1)=O)Br)C1=CC=CC=C1 (6-(2-morpholinoethoxy)-2-bromo-3-phenyl-1H-inden-1-one), FC=1C=C(C=CC1OC)B(O)O (3-fluoro-4-methoxyphenylboronic acid). The product is FC=1C=C(C=CC1OC)C=1C(C2=CC(=CC=C2C1C1=CC(=CC(=C1)F)F)OCCN1CCS(CC1)(=O)=O)=O (2-(3-Fluoro-4-methoxyphenyl)-3-(3,5-difluorophenyl)-6-[2-(1,1-dioxothiomorpholin-4-yl)ethoxy]-1H-inden-1-one). The yield is 94.0%. As a reaction SMILES: Br[C:2]1[C:3](=[O:30])[C:4]2[C:9]([C:10]=1[C:11]1[CH:16]=[C:15]([F:17])[CH:14]=[C:13]([F:18])[CH:12]=1)=[CH:8][CH:7]=[C:6]([O:19][CH2:20][CH2:21][N:22]1[CH2:27][CH2:26][S:25](=[O:29])(=[O:28])[CH2:24][CH2:23]1)[CH:5]=2.O1CCN(CCOC2C=C3C(C(C4C=CC=CC=4)=C(Br)C3=O)=CC=2)CC1.[F:57][C:58]1[CH:59]=[C:60](B(O)O)[CH:61]=[CH:62][C:63]=1[O:64][CH3:65]>>[F:57][C:58]1[CH:59]=[C:60]([C:2]2[C:3](=[O:30])[C:4]3[C:9]([C:10]=2[C:11]2[CH:12]=[C:13]([F:18])[CH:14]=[C:15]([F:17])[CH:16]=2)=[CH:8][CH:7]=[C:6]([O:19][CH2:20][CH2:21][N:22]2[CH2:27][CH2:26][S:25](=[O:28])(=[O:29])[CH2:24][CH2:23]2)[CH:5]=3)[CH:61]=[CH:62][C:63]=1[O:64][CH3:65]. Procedure: The procedure of Step 7 of Example 1 was repeated except for using 2-bromo-3-(3,5-difluorophenyl)-6-[2-(1,1-dioxothiomorpholin-4-yl)ethoxy]-1H-inden-1-one obtained in Step 1 of Example 92 as a starting material instead of 6-(2-morpholinoethoxy)-2-bromo-3-phenyl-1H-inden-1-one, 3-fluoro-4-methoxyphenylboronic acid instead of 3-pyridinylboronic acid, and being purified by silica gel column chromatography (EtOAc/hexanes=1:1) to obtain the title compound (94%).